Dataset: the Open Reaction Database (ORD), a public repository of structured organic reaction records. Task: describe an organic reaction: reactants, conditions, products, and yield Reactants: C(CC=C)N(C1=CC=CC=C1)C (N-but-3-enyl--N-methylaniline), N1CCCC2=CC=CC=C12 (tetrahydroquinoline), BrC(C)O (bromoethanol), [I-].[Na+] (sodium iodide), C([O-])([O-])=O.[K+].[K+] (potassium carbonate), FC(C(=O)O)(F)F (trifluoroacetic acid). The solvent is O (water), CO (methanol). Yields the product C1(=CC=CC=C1)N1CCC(CC1)O (1-phenyl-4-piperidinol), C(CC=C)N(C1=CC=CC=C1)C (N-but-3-enyl--N-methylaniline), CNC1=CC=CC=C1 (N-methylaniline), BrCCC=C (4-bromobut-1-ene). Reaction SMILES: [NH:1]1[C:10]2[C:5](=[CH:6][CH:7]=[CH:8][CH:9]=2)[CH2:4][CH2:3][CH2:2]1.[Br:11][CH:12]([OH:14])[CH3:13].[I-].[Na+].C(=O)([O-])[O-].[K+].[K+].[CH2:23]([N:27]([CH3:34])[C:28]1[CH:33]=[CH:32][CH:31]=[CH:30][CH:29]=1)[CH2:24][CH:25]=[CH2:26].FC(F)(F)C(O)=O>CO.O>[C:28]1([N:27]2[CH2:23][CH2:24][CH:12]([OH:14])[CH2:13][CH2:34]2)[CH:33]=[CH:32][CH:31]=[CH:30][CH:29]=1.[CH2:23]([N:27]([CH3:34])[C:28]1[CH:33]=[CH:32][CH:31]=[CH:30][CH:29]=1)[CH2:24][CH:25]=[CH2:26].[CH3:2][NH:1][C:10]1[CH:5]=[CH:6][CH:7]=[CH:8][CH:9]=1.[Br:11][CH2:2][CH2:3][CH:4]=[CH2:5] |f:2.3,4.5.6|. Procedure details: Referring to the above reaction diagram, tetrahydroquinoline may be alkylated in methanol by adding excess bromoethanol, sodium iodide and potassium carbonate and refluxing the solution for 24 hours. The product is preferably isolated in water and purified by vacuum distillation. If phenylpiperazine is the starting material, it is alkylated under the same reaction conditions. A 1-phenyl-4-piperidinol structure is synthesized by preparing N-but-3-enyl--N-methylaniline, and treating with aqueous t... Reactants: ClC1=CC(=C(C(=O)O)C(=C1)C)I (4-chloro-2-iodo-6-methyl-benzoic acid), C(=O)([O-])[O-].[K+].[K+] (K2CO3), CI (methyl iodide). The solvent is CC(=O)C (acetone). Run at temperature 70 celsius, time 2 hour. The product is COC(C1=C(C=C(C=C1C)Cl)I)=O (4-chloro-2-iodo-6-methyl-benzoic acid methyl ester). The yield is 46.9%. Reaction SMILES: [Cl:1][C:2]1[CH:10]=[C:9]([CH3:11])[C:5]([C:6]([OH:8])=[O:7])=[C:4]([I:12])[CH:3]=1.[C:13]([O-])([O-])=O.[K+].[K+].CI>CC(C)=O>[CH3:13][O:7][C:6](=[O:8])[C:5]1[C:9]([CH3:11])=[CH:10][C:2]([Cl:1])=[CH:3][C:4]=1[I:12] |f:1.2.3|. Reported procedure: A solution of 4-chloro-2-iodo-6-methyl-benzoic acid (5.9 g, 20.0 mmol) in acetone (50 mL) was treated with anhydrous K2CO3 (4.14 g, 30 mmol) followed by methyl iodide (1.5 g, 24 mmol). The reaction mixture was stirred at 70° C. for 2 h. GC-MS and TLC indicated that the reaction was completed. The solids were removed by filtration and the filtrate was evaporated under reduced pressure. Silica gel column chromatography of the resulting material using 10% ethyl acetate in hexanes afforded 4-chloro-... Solvent: C1(=CC=CC=C1)C (toluene). Reaction SMILES: Br[C:2]1[CH:3]=[C:4]([O:8][CH2:9][C@@H:10]2[CH2:14][CH2:13][CH2:12][N:11]2[C:15]([O:17][C:18]([CH3:21])([CH3:20])[CH3:19])=[O:16])[CH:5]=[N:6][CH:7]=1.[CH2:22]([Sn](CCCC)(CCCC)CCCC)[CH:23]=[CH2:24]>C1(C)C=CC=CC=1.C1C=CC([P]([Pd]([P](C2C=CC=CC=2)(C2C=CC=CC=2)C2C=CC=CC=2)([P](C2C=CC=CC=2)(C2C=CC=CC=2)C2C=CC=CC=2)[P](C2C=CC=CC=2)(C2C=CC=CC=2)C2C=CC=CC=2)(C2C=CC=CC=2)C2C=CC=CC=2)=CC=1>[CH2:24]([C:2]1[CH:3]=[C:4]([O:8][CH2:9][C@@H:10]2[CH2:14][CH2:13][CH2:12][N:11]2[C:15]([O:17][C:18]([CH3:21])([CH3:20])[CH3:19])=[O:16])[CH:5]=[N:6][CH:7]=1)[CH:23]=[CH2:22] |^1:48,50,69,88|. Reactants: BrC=1C=C(C=NC1)OC[C@H]1N(CCC1)C(=O)OC(C)(C)C (5-Bromo-3-(1-BOC-2-(S)-pyrrolidinylmethoxy)pyridine), C(C=C)[Sn](CCCC)(CCCC)CCCC (allyltributyltin). Yield: 346.0%. Procedure: 5-Bromo-3-(1-BOC-2-(S)-pyrrolidinylmethoxy)pyridine (948 mg, 2.66 mmol) in toluene (10 mL) was added tetrakis(triphenylphosphine)palladium (15 mg) and allyltributyltin (0.18 mL, 0.56 mmol). The mixture was stirred and refluxed for two days. Solvent was evaporated and the residue was chromatographed (silica gel; hexane/EtOAc, 5:1 to 1:1) to afford an oil (617 mg, 73%): 1H NMR (CDCl3, 300 MHz) δ 1.96 (m, 1H), 2.04-2.20 (m, 2H), 2.28 (m, 1H), 3.42 (t, 2H, J=7.0 Hz), 3.54 (d, 2H, J=7.0 Hz), 4.14 (m,... The reagents and catalysts are C=1C=CC(=CC1)[P](C=2C=CC=CC2)(C=3C=CC=CC3)[Pd]([P](C=4C=CC=CC4)(C=5C=CC=CC5)C=6C=CC=CC6)([P](C=7C=CC=CC7)(C=8C=CC=CC8)C=9C=CC=CC9)[P](C=1C=CC=CC1)(C=1C=CC=CC1)C=1C=CC=CC1 (tetrakis(triphenylphosphine)palladium). Yields the product C(C=C)C=1C=C(C=NC1)OC[C@H]1N(CCC1)C(=O)OC(C)(C)C (5-Allyl-3-(1-BOC-2-(S)-pyrrolidinylmethoxy)pyridine). Reactants: OBO, COc1cc2c(cc1Br)C(c1cccc(C#N)c1)=NCC(=O)N2C, [K+], [K+], [K+], CN(C)C=O, O, O=P([O-])([O-])[O-], c1ccccc1, c1ccc(P(c2ccccc2)(c2ccccc2)[Pd](P(c2ccccc2)(c2ccccc2)c2ccccc2)(P(c2ccccc2)(c2ccccc2)c2ccccc2)P(c2ccccc2)(c2ccccc2)c2ccccc2)cc1. RXN SMILES: [BH:30]([OH:31])[OH:32].[Br:6][c:7]1[cH:8][c:9]2[c:10]([cH:26][c:27]1[O:28][CH3:29])[N:11]([CH3:25])[C:12](=[O:24])[CH2:13][N:14]=[C:15]2[c:16]1[cH:17][c:18]([C:19]#[N:20])[cH:21][cH:22][cH:23]1.[K+:44].[K+:45].[K+:46].[O:1]=[CH:2][N:3]([CH3:4])[CH3:5].[OH2:47].[P:39]([O-:40])([O-:41])([O-:42])=[O:43].[cH:33]1[cH:34][cH:35][cH:36][cH:37][cH:38]1.[cH:48]1[cH:49][cH:50][c:51]([P:52]([Pd:53]([P:54]([c:55]2[cH:56][cH:57][cH:58][cH:59][cH:60]2)([c:61]2[cH:62][cH:63][cH:64][cH:65][cH:66]2)[c:67]2[cH:68][cH:69][cH:70][cH:71][cH:72]2)([P:73]([c:74]2[cH:75][cH:76][cH:77][cH:78][cH:79]2)([c:80]2[cH:81][cH:82][cH:83][cH:84][cH:85]2)[c:86]2[cH:87][cH:88][cH:89][cH:90][cH:91]2)[P:92]([c:93]2[cH:94][cH:95][cH:96][cH:97][cH:98]2)([c:99]2[cH:100][cH:101][cH:102][cH:103][cH:104]2)[c:105]2[cH:106][cH:107][cH:108][cH:109][cH:110]2)([c:111]2[cH:112][cH:113][cH:114][cH:115][cH:116]2)[c:117]2[cH:118][cH:119][cH:120][cH:121][cH:122]2)[cH:123][cH:124]1>>[c:7]1(-[c:33]2[cH:34][cH:35][cH:36][cH:37][cH:38]2)[cH:8][c:9]2[c:10]([cH:26][c:27]1[O:28][CH3:29])[N:11]([CH3:25])[C:12](=[O:24])[CH2:13][N:14]=[C:15]2[c:16]1[cH:17][c:18]([C:19]#[N:20])[cH:21][cH:22][cH:23]1. The product is COc1cc2c(cc1-c1ccccc1)C(c1cccc(C#N)c1)=NCC(=O)N2C. Starting materials: CNCC1=CC=CC=C1 (N-methylbenzylamine), C([O-])([O-])=O.[K+].[K+] (potassium carbonate), C(C)(C)Br (isopropyl bromide). Solvent: CC(CC(C)=O)C (4-methyl-2-pentanone). Yields the product C(C)(C)N(C)CC1=CC=CC=C1 (N-isopropyl-N-methylbenzylamine). As a reaction SMILES: [CH3:1][NH:2][CH2:3][C:4]1[CH:9]=[CH:8][CH:7]=[CH:6][CH:5]=1.C(=O)([O-])[O-].[K+].[K+].[CH:16](Br)([CH3:18])[CH3:17]>CC(C)CC(=O)C>[CH:16]([N:2]([CH2:3][C:4]1[CH:9]=[CH:8][CH:7]=[CH:6][CH:5]=1)[CH3:1])([CH3:18])[CH3:17] |f:1.2.3|. Procedure: A flask containing N-methylbenzylamine (3.87 ml, 3.63 g, 0.03 moles), potassium carbonate (8.29 g, 0.06 moles) and 4-methyl-2-pentanone (100 ml) was treated with isopropyl bromide (2.69 ml, 0.03 moles) then heated under reflux for 18 hours. The reaction was checked by thin layer chromatography (tlc) to ensure the starting materials had been consumed. The reaction mixture was gravity filtered hot to remove the potassium salts and the filtrate was concentrated to an oil under reduced pressure on t... Starting materials: FC1=C(C(=CC=C1)F)N1C(NCC2=C1N=C(N=C2C=2C=C(C(=O)O)C=CC2C)N2CCC(CC2)NC(=O)OC(C)(C)C)=O (3-{8-(2,6-Difluorophenyl)-2-[4-({[(1,1-dimethylethyl)oxy]carbonyl}amino)-1-piperidinyl]-7-oxo-5,6,7,8-tetrahydropyrimido[4,5-d]pyrimidin-4-yl}-4-methylbenzoic acid), C(CCl)Cl (EDC), C=1C=CC2=C(C1)N=NN2O (HOBt), C1(CC1)CN (cyclopropylmethylamine). The solvent is C(Cl)Cl (methylenechloride). Run at time 8 hour. The product is C1(CC1)CNC(=O)C=1C=CC(=C(C1)C1=NC(=NC=2N(C(NCC21)=O)C2=C(C=CC=C2F)F)N2CCC(CC2)NC(OC(C)(C)C)=O)C (1,1-Dimethylethyl {1-[4-(5-{[(cyclopropylmethyl)amino]carbonyl}-2-methylphenyl)-8-(2,6-difluorophenyl)-7-oxo-5,6,7,8-tetrahydropyrimido[4,5-d]pyrimidin-2-yl]-4-piperidinyl}carbamate). Reaction SMILES: [F:1][C:2]1[CH:7]=[CH:6][CH:5]=[C:4]([F:8])[C:3]=1[N:9]1[C:14]2[N:15]=[C:16]([N:29]3[CH2:34][CH2:33][CH:32]([NH:35][C:36]([O:38][C:39]([CH3:42])([CH3:41])[CH3:40])=[O:37])[CH2:31][CH2:30]3)[N:17]=[C:18]([C:19]3[CH:20]=[C:21]([CH:25]=[CH:26][C:27]=3[CH3:28])[C:22](O)=[O:23])[C:13]=2[CH2:12][NH:11][C:10]1=[O:43].C(Cl)CCl.C1[CH:49]=[CH:50][C:51]2N(O)N=[N:54][C:52]=2C=1.C1(CN)CC1>C(Cl)Cl>[CH:51]1([CH2:52][NH:54][C:22]([C:21]2[CH:25]=[CH:26][C:27]([CH3:28])=[C:19]([C:18]3[C:13]4[CH2:12][NH:11][C:10](=[O:43])[N:9]([C:3]5[C:4]([F:8])=[CH:5][CH:6]=[CH:7][C:2]=5[F:1])[C:14]=4[N:15]=[C:16]([N:29]4[CH2:30][CH2:31][CH:32]([NH:35][C:36](=[O:37])[O:38][C:39]([CH3:41])([CH3:42])[CH3:40])[CH2:33][CH2:34]4)[N:17]=3)[CH:20]=2)=[O:23])[CH2:49][CH2:50]1. Reported procedure: To a solution of 3-{8-(2,6-Difluorophenyl)-2-[4-({[(1,1-dimethylethyl)oxy]carbonyl}amino)-1-piperidinyl]-7-oxo-5,6,7,8-tetrahydropyrimido[4,5-d]pyrimidin-4-yl}-4-methylbenzoic acid (250 mg) in methylenechloride (100 mL) were added EDC (100 mg), HOBt (70 mg) and cyclopropylmethylamine (110 uL). The reaction was stirred at r.t. overnight and evaporated in vacuo. Flash chromatography then provided the title compound as a white solid. LC-MS m/z 648 (M+H)+, 2.33 min (ret. time).